This data is from the Open Reaction Database (ORD), a public repository of structured organic reaction records. The task is: describe an organic reaction: reactants, conditions, products, and yield Reactants: C(C)(=O)C=1C(N(C(C1O)=O)C=1C=C(C(N(C1)C)=O)Cl)C1=CC=C(C=C1)Cl (5-(3-acetyl-2-(4-chlorophenyl)-4-hydroxy-5-oxo-2,5-dihydro-1H-pyrrol-1-yl)-3-chloro-1-methyl-pyridin-2(1H)-one), Cl.C(C)(C)NN (isopropylhydrazine hydrochloride). Solvent: CCOC(=O)C (EtOAc). The product is ClC1=CC(=CN(C1=O)C)N1C(C=2N(N=C(C2C1C1=CC=C(C=C1)Cl)C)C(C)C)=O (5-(5-chloro-1-methyl-6-oxo-1,6-dihydropyridin-3-yl)-4-(4-chlorophenyl)-1-isopropyl-3-methyl-4,5-dihydropyrrolo[3,4-c]pyrazol-6(1H)-one). As a reaction SMILES: [C:1]([C:4]1[CH:5]([C:20]2[CH:25]=[CH:24][C:23]([Cl:26])=[CH:22][CH:21]=2)[N:6]([C:11]2[CH:12]=[C:13]([Cl:19])[C:14](=[O:18])[N:15]([CH3:17])[CH:16]=2)[C:7](=[O:10])[C:8]=1O)(=O)[CH3:2].Cl.[CH:28]([NH:31][NH2:32])([CH3:30])[CH3:29]>CCOC(C)=O>[Cl:19][C:13]1[C:14](=[O:18])[N:15]([CH3:17])[CH:16]=[C:11]([N:6]2[CH:5]([C:20]3[CH:21]=[CH:22][C:23]([Cl:26])=[CH:24][CH:25]=3)[C:4]3[C:1]([CH3:2])=[N:32][N:31]([CH:28]([CH3:30])[CH3:29])[C:8]=3[C:7]2=[O:10])[CH:12]=1 |f:1.2|. Procedure: The title compound was prepared in analogy to the procedure described in Example 58 using 5-(3-acetyl-2-(4-chlorophenyl)-4-hydroxy-5-oxo-2,5-dihydro-1H-pyrrol-1-yl)-3-chloro-1-methyl-pyridin-2(1H)-one (Step 58.1) and isopropylhydrazine hydrochloride. tR: 4.69 min (HPLC 1); tR: 1.09 min (LC-MS 2); ESI-MS: 431/433 [M+H]+ (LC-MS 2); Rf=0.55 (EtOAc); 1H NMR (400 MHz, DMSO-d6) δ ppm 1.45-1.57 (m, 6H) 1.93 (s, 3H) 3.44 (s, 3H) 4.67-4.79 (m, 1H) 6.11 (s, 1H) 7.28 (d, J=8.2 Hz, 2H) 7.40 (d, J=8.2 Hz, 2H... Reactants: COC1=CC=C(CN(C2=NC(=NC(=N2)C)C=2C(=NC=C(C=O)C2)NC=2C=NC(=CC2)OC)CC2=CC=C(C=C2)OC)C=C1 (5-(4-(bis(4-methoxybenzyl)amino)-6-methyl-1,3,5-triazin-2-yl)-6-(6-methoxypyridin-3-ylamino)nicotinaldehyde), [C-]#N.[Na+] (sodium cyanide), CS(=O)(=O)N1CCNCC1 (1-(methylsulfonyl)piperazine). Reagents/catalysts: [O-2].[Mn+4].[O-2] (manganese (IV) oxide). Run in C1CCOC1 (THF). Run at time 72 hour. Product: COC1=CC=C(CN(C2=NC(=NC(=N2)C)C=2C=C(C=NC2NC=2C=NC(=CC2)OC)C(=O)N2CCN(CC2)S(=O)(=O)C)CC2=CC=C(C=C2)OC)C=C1 ((5-(4-(bis(4-methoxybenzyl)amino)-6-methyl-1,3,5-triazin-2-yl)-6-(6-methoxypyridin-3-ylamino)pyridin-3-yl)(4-(methylsulfonyl)piperazin-1-yl)methanone). The yield is 27.5%. RXN SMILES: [CH3:1][O:2][C:3]1[CH:43]=[CH:42][C:6]([CH2:7][N:8]([CH2:33][C:34]2[CH:39]=[CH:38][C:37]([O:40][CH3:41])=[CH:36][CH:35]=2)[C:9]2[N:14]=[C:13]([CH3:15])[N:12]=[C:11]([C:16]3[C:17]([NH:24][C:25]4[CH:26]=[N:27][C:28]([O:31][CH3:32])=[CH:29][CH:30]=4)=[N:18][CH:19]=[C:20]([CH:23]=3)[CH:21]=[O:22])[N:10]=2)=[CH:5][CH:4]=1.[C-]#N.[Na+].[CH3:47][S:48]([N:51]1[CH2:56][CH2:55][NH:54][CH2:53][CH2:52]1)(=[O:50])=[O:49]>C1COCC1.[O-2].[Mn+4].[O-2]>[CH3:41][O:40][C:37]1[CH:36]=[CH:35][C:34]([CH2:33][N:8]([CH2:7][C:6]2[CH:5]=[CH:4][C:3]([O:2][CH3:1])=[CH:43][CH:42]=2)[C:9]2[N:14]=[C:13]([CH3:15])[N:12]=[C:11]([C:16]3[CH:23]=[C:20]([C:21]([N:54]4[CH2:55][CH2:56][N:51]([S:48]([CH3:47])(=[O:50])=[O:49])[CH2:52][CH2:53]4)=[O:22])[CH:19]=[N:18][C:17]=3[NH:24][C:25]3[CH:26]=[N:27][C:28]([O:31][CH3:32])=[CH:29][CH:30]=3)[N:10]=2)=[CH:39][CH:38]=1 |f:1.2,5.6.7|. Reported procedure: A mixture of 5-(4-(bis(4-methoxybenzyl)amino)-6-methyl-1,3,5-triazin-2-yl)-6-(6-methoxypyridin-3-ylamino)nicotinaldehyde (Example 144, 1.00 g, 1.731 mmol), activated manganese (IV) oxide (<5 micron; 4.52 g, 51.9 mmol), sodium cyanide (0.053 mL, 1.731 mmol) and 1-(methylsulfonyl)piperazine (0.711 g, 4.33 mmol) in THF (15 mL) was stirred rapidly under nitrogen for 72 h. The reaction was filtered through Celite® (diatomaceous earth) rinsing with 10% MeOH/DCM followed by EtOAc. The filtrate was conc... Reported procedure: A mixture of (4-amino-butyl)-(2-fluoro-ethyl)-carbamic acid tert-butyl ester (0.190 g, 0.882 mmol), 5-chloro-3-methyl-pyridine-2-carbaldehyde (0.129 g, 0.882 mmol) and K2CO3 (0.122 g, 0.82) in MeOH (5 mL) was stirred for 16 h. The mixture was filtered through a celite cake and the filtrate was cooled at 0° C. NaBH4 (0.038 g, 1.0 mmol) was added to the filtrate, and the mixture was stirred at for 30 min. Saturated aqueous NaHCO3 (20 mL) was added and MeOH was removed. The aqueous residue was extr... Starting materials: [BH4-].[Na+] (NaBH4), C(C)(C)(C)OC(N(CCF)CCCCN)=O ((4-amino-butyl)-(2-fluoro-ethyl)-carbamic acid tert-butyl ester), ClC=1C=C(C(=NC1)C=O)C (5-chloro-3-methyl-pyridine-2-carbaldehyde), C(=O)([O-])[O-].[K+].[K+] (K2CO3), C(=O)(O)[O-].[Na+] (NaHCO3). Reaction SMILES: [C:1]([O:5][C:6](=[O:16])[N:7]([CH2:11][CH2:12][CH2:13][CH2:14][NH2:15])[CH2:8][CH2:9][F:10])([CH3:4])([CH3:3])[CH3:2].[Cl:17][C:18]1[CH:19]=[C:20]([CH3:26])[C:21]([CH:24]=O)=[N:22][CH:23]=1.C([O-])([O-])=O.[K+].[K+].[BH4-].[Na+].C([O-])(O)=O.[Na+]>CO>[C:1]([O:5][C:6](=[O:16])[N:7]([CH2:11][CH2:12][CH2:13][CH2:14][NH:15][CH2:24][C:21]1[C:20]([CH3:26])=[CH:19][C:18]([Cl:17])=[CH:23][N:22]=1)[CH2:8][CH2:9][F:10])([CH3:4])([CH3:2])[CH3:3] |f:2.3.4,5.6,7.8|. Yields the product C(C)(C)(C)OC(N(CCF)CCCCNCC1=NC=C(C=C1C)Cl)=O ({4-[(5-chloro-3-methyl-pyridin-2-ylmethyl)-amino]-butyl}-(2-fluoro-ethyl)-carbamic acid tert-butyl ester). Conditions: temperature 0 celsius, time 16 hour. Run in CO (MeOH). Isolated yield 65.2%.